This data is from the Open Reaction Database (ORD), a public repository of structured organic reaction records. The task is: describe an organic reaction: reactants, conditions, products, and yield Starting materials: CC(Nc1c(Cl)ccc2c1CCN(C(=O)C(F)(F)F)CC2)c1cc(F)ccc1F, NC1CCc2cc(F)ccc21. Product: CC(Nc1c(Cl)ccc2c1CCNCC2)c1cc(F)ccc1F, NC1CCc2cc(F)ccc21. Reaction SMILES: [Cl:1][c:2]1[c:3]([NH:19][CH:20]([CH3:21])[c:22]2[c:23]([F:29])[cH:24][cH:25][c:26]([F:28])[cH:27]2)[c:4]2[c:5]([cH:17][cH:18]1)[CH2:6][CH2:7][N:8]([C:11](=[O:12])[C:13]([F:14])([F:15])[F:16])[CH2:9][CH2:10]2.[F:30][c:31]1[cH:32][c:33]2[c:37]([cH:38][cH:39]1)[CH:36]([NH2:40])[CH2:35][CH2:34]2>>[Cl:1][c:2]1[c:3]([NH:19][CH:20]([CH3:21])[c:22]2[c:23]([F:29])[cH:24][cH:25][c:26]([F:28])[cH:27]2)[c:4]2[c:5]([cH:17][cH:18]1)[CH2:6][CH2:7][NH:8][CH2:9][CH2:10]2.[F:30][c:31]1[cH:32][c:33]2[c:37]([cH:38][cH:39]1)[CH:36]([NH2:40])[CH2:35][CH2:34]2. Starting materials: same copolymer, C(C)(=O)OCC (ethyl acetate), [OH-].[NH4+] (ammonium hydroxide). Solvent: O (water). Reaction conditions: time 2 day. Product: C(C)(=O)OC=C (vinyl acetate), C(=C)O (vinyl alcohol). As a reaction SMILES: [C:1]([O:4][CH2:5][CH3:6])(=[O:3])[CH3:2].[OH-].[NH4+]>O>[C:1]([O:4][CH:5]=[CH2:6])(=[O:3])[CH3:2].[CH:1]([OH:3])=[CH2:2] |f:1.2|. Reported procedure: To 100 g of the same copolymer was added 1500 ml of ethyl acetate, 40 ml of concentrated ammonium hydroxide and 40 ml of water. After two days with stirring, the polymer dissolved to give a gel. During the next three weeks at room temperature, a progressive decrease in viscosity of the solution was noted. At this time the solution was heated to remove ammonia, giving a partially saponified polymer of composition 32.4 wt % vinyl acetate, 16.4 wt % vinyl alcohol, 38 wt % TFE, and 13.2 wt % HFP in ... Reactants: O=C([O-])O, CC(C)(C)[Si](C)(C)OC1CC(O)C1, ClCCl, [Na+]. The product is CC(C)(C)[Si](C)(C)OC1CC(=O)C1. Reaction SMILES: [C:14](=[O:15])([OH:16])[O-:17].[C:1]([CH3:2])([CH3:3])([CH3:4])[Si:5]([O:6][CH:7]1[CH2:8][CH:9]([OH:11])[CH2:10]1)([CH3:12])[CH3:13].[Cl:19][CH2:20][Cl:21].[Na+:18]>>[C:1]([CH3:2])([CH3:3])([CH3:4])[Si:5]([O:6][CH:7]1[CH2:8][C:9](=[O:11])[CH2:10]1)([CH3:12])[CH3:13].